This data is from the Open Reaction Database (ORD), a public repository of structured organic reaction records. The task is: describe an organic reaction: reactants, conditions, products, and yield The product is COc1ccc(Cl)cc1C1(CCCCl)OCCO1. Starting materials: COS(=O)(=O)OC, Oc1ccc(Cl)cc1C1(CCCCl)OCCO1, CN(C)C=O, O. Reaction SMILES: [CH3:23][O:24][S:25]([O:26][CH3:27])(=[O:28])=[O:29].[Cl:1][CH2:2][CH2:3][CH2:4][C:5]1([c:10]2[c:11]([OH:17])[cH:12][cH:13][c:14]([Cl:16])[cH:15]2)[O:6][CH2:7][CH2:8][O:9]1.[O:18]=[CH:19][N:20]([CH3:21])[CH3:22].[OH2:30]>>[Cl:1][CH2:2][CH2:3][CH2:4][C:5]1([c:10]2[c:11]([O:17][CH3:19])[cH:12][cH:13][c:14]([Cl:16])[cH:15]2)[O:6][CH2:7][CH2:8][O:9]1. The reactants are Cc1ccc(Oc2ccc([N+](=O)[O-])cc2C)cn1, CO, [H][H]. Product: Cc1ccc(Oc2ccc(N)cc2C)cn1. RXN SMILES: [CH3:1][c:2]1[n:3][cH:4][c:5]([O:8][c:9]2[c:10]([CH3:18])[cH:11][c:12]([N+:15]([O-:16])=[O:17])[cH:13][cH:14]2)[cH:6][cH:7]1.[CH3:21][OH:22].[H:19][H:20]>>[CH3:1][c:2]1[n:3][cH:4][c:5]([O:8][c:9]2[c:10]([CH3:18])[cH:11][c:12]([NH2:15])[cH:13][cH:14]2)[cH:6][cH:7]1. The reactants are COC(=O)CC(=O)N1CCN(C(=O)OC(C)(C)C)CC1, CO, [Cl-], [Li+], C1CCOC1, O. Product: CC(C)(C)OC(=O)N1CCN(C(=O)CC(=O)O)CC1. Reaction SMILES: [CH3:1][O:2][C:3]([CH2:4][C:5](=[O:6])[N:7]1[CH2:8][CH2:9][N:10]([C:13](=[O:14])[O:15][C:16]([CH3:17])([CH3:18])[CH3:19])[CH2:11][CH2:12]1)=[O:20].[CH3:22][OH:23].[Cl-:25].[Li+:24].[O:26]1[CH2:27][CH2:28][CH2:29][CH2:30]1.[OH2:21]>>[O:2]=[C:3]([CH2:4][C:5](=[O:6])[N:7]1[CH2:8][CH2:9][N:10]([C:13](=[O:14])[O:15][C:16]([CH3:17])([CH3:18])[CH3:19])[CH2:11][CH2:12]1)[OH:20].